This data is from the Open Reaction Database (ORD), a public repository of structured organic reaction records. The task is: describe an organic reaction: reactants, conditions, products, and yield Yields the product Cl.C(C1=CC=CC=C1)OCCCNC1CC1 ((3-benzyloxy-propyl)-cyclopropyl-amine hydrochloride). RXN SMILES: [C:1]([NH:8][CH:9]1[CH2:11][CH2:10]1)(OC(C)(C)C)=O.[CH2:12]([O:19][CH2:20][CH2:21]CBr)[C:13]1[CH:18]=[CH:17][CH:16]=[CH:15][CH:14]=1.[H-].[Na+].[Cl-:26].[NH4+]>CN(C=O)C>[ClH:26].[CH2:12]([O:19][CH2:20][CH2:21][CH2:1][NH:8][CH:9]1[CH2:10][CH2:11]1)[C:13]1[CH:18]=[CH:17][CH:16]=[CH:15][CH:14]=1 |f:2.3,4.5,7.8|. Starting materials: [Cl-].[NH4+] (ammonium chloride), C(=O)(OC(C)(C)C)NC1CC1 (N-BOC-cyclopropylamine), C(C1=CC=CC=C1)OCCCBr (O-benzyl-3-bromo-1-propanol), [H-].[Na+] (sodium hydride). Run at time 3 hour. Procedure details: 8.58 g of N-BOC-cyclopropylamine and 15 g of O-benzyl-3-bromo-1-propanol in 90 ml of DMF are treated at 0°-5° with 2.5 g of sodium hydride (55% in oil). The mixture is stirred at 0°-5° for 1 hour and at room temperature for 3 hours and then treated at 0°-5° with aqueous ammonium chloride solution. The mixture is partitioned in ether/water and the ether phases are washed with water, then dried and concentrated. After chromatography over silica gel with ether/hexane (1:4), the 11.5 g of product ar... The solvent is CN(C)C=O (DMF). The reactants are BrCC=1C=CC(=C(C1)OC(C1=CC=CC=C1)=O)F (benzoic acid 5-bromomethyl-2-fluoro-phenyl ester), [Na] (Sodium), [H-] (hydride), N=1N=CN(C1)NC1=CC=C(C#N)C=C1 (4-([1,2,4]triazol-4-ylamino)-benzonitrile). The solvent is O (water), C(C)(=O)OCC (ethyl acetate), CN(C)C=O (DMF). Conditions: time 8 hour. The product is C(#N)C1=CC=C(C=C1)N(N1C=NN=C1)CC=1C=CC(=C(C1)OC(C1=CC=CC=C1)=O)F (Benzoic Acid 5-{[(4-cyano-phenyl)-[1,2,4]triazol-4-yl-amino]methyl}-2-fluoro-phenyl Ester). RXN SMILES: [Na].[H-].[N:3]1[N:4]=[CH:5][N:6]([NH:8][C:9]2[CH:16]=[CH:15][C:12]([C:13]#[N:14])=[CH:11][CH:10]=2)[CH:7]=1.Br[CH2:18][C:19]1[CH:20]=[CH:21][C:22]([F:34])=[C:23]([O:25][C:26](=[O:33])[C:27]2[CH:32]=[CH:31][CH:30]=[CH:29][CH:28]=2)[CH:24]=1>CN(C=O)C.O.C(OCC)(=O)C>[C:13]([C:12]1[CH:11]=[CH:10][C:9]([N:8]([CH2:18][C:19]2[CH:20]=[CH:21][C:22]([F:34])=[C:23]([O:25][C:26](=[O:33])[C:27]3[CH:32]=[CH:31][CH:30]=[CH:29][CH:28]=3)[CH:24]=2)[N:6]2[CH:5]=[N:4][N:3]=[CH:7]2)=[CH:16][CH:15]=1)#[N:14] |^1:0|. Procedure: Sodium, hydride (60%, 200 mg, 5.0 mmol) was added to a solution of 4-([1,2,4]triazol-4-ylamino)-benzonitrile (926 mg, 5.0 mmol) in DMF (20 mL) at r.t. The mixture was stirred for 1 h at this temperature and benzoic acid 5-bromomethyl-2-fluoro-phenyl ester (CAB02146, 1.55 g, 5.0 mmol) was added. The reaction mixture was stirred overnight and ethyl acetate (75 mL) and water (50 mL) were added. The mixture was transferred into a separation funnel and washed with water (2×50 mL) and brine (20 mL). T... Reactants: FCC1=NN=C2N1C1=C(OC2)N=C(C(=C1)C1=CC=CC=C1)C1=CC=C(C=C1)C1(CCC1)NC(OC(C)(C)C)=O (Tert-butyl (1-(4-(1-(fluoromethyl)-8-phenyl-4H-pyrido[2,3-b][1,2,4]triazolo[4,3-d][1,4]oxazin-7-yl)phenyl)cyclobutyl)carbamate), C(=O)(C(F)(F)F)O (TFA). Run in ClCCl (dichloromethane). Conditions: time 30 second. Product: FCC1=NN=C2N1C1=C(OC2)N=C(C(=C1)C1=CC=CC=C1)C1=CC=C(C=C1)C1(CCC1)N (1-(4-(1-(fluoromethyl)-8-phenyl-4H-pyrido[2,3-b][1,2,4]triazolo[4,3-d][1,4]oxazin-7-yl)phenyl)cyclobutanamine). The yield is 61.7%. As a reaction SMILES: [F:1][CH2:2][C:3]1[N:7]2[C:8]3[CH:15]=[C:14]([C:16]4[CH:21]=[CH:20][CH:19]=[CH:18][CH:17]=4)[C:13]([C:22]4[CH:27]=[CH:26][C:25]([C:28]5([NH:32]C(=O)OC(C)(C)C)[CH2:31][CH2:30][CH2:29]5)=[CH:24][CH:23]=4)=[N:12][C:9]=3[O:10][CH2:11][C:6]2=[N:5][N:4]=1.C(O)(C(F)(F)F)=O>ClCCl>[F:1][CH2:2][C:3]1[N:7]2[C:8]3[CH:15]=[C:14]([C:16]4[CH:17]=[CH:18][CH:19]=[CH:20][CH:21]=4)[C:13]([C:22]4[CH:23]=[CH:24][C:25]([C:28]5([NH2:32])[CH2:31][CH2:30][CH2:29]5)=[CH:26][CH:27]=4)=[N:12][C:9]=3[O:10][CH2:11][C:6]2=[N:5][N:4]=1. Procedure: Tert-butyl (1-(4-(1-(fluoromethyl)-8-phenyl-4H-pyrido[2,3-b][1,2,4]triazolo[4,3-d][1,4]oxazin-7-yl)phenyl)cyclobutyl)carbamate (3 mg, 5.69 μmol) was dissolved in dichloromethane (1 ml); TFA (0.5 ml) was added at room temperature and the resulting mixture was stirred for 30 seconds. The solution was immediately concentrated to dryness under reduced pressure. The residue was dissolved in diethyl ether (˜2 ml) and concentrated to dryness under reduced pressure. This was repeated three times. The re... Starting materials: O=C(OC1CCN(Cc2cccc([N+](=O)[O-])c2)CC1)c1ccccc1, CCO. Product: Nc1cccc(CN2CCC(OC(=O)c3ccccc3)CC2)c1. Reaction SMILES: [C:1]([c:2]1[cH:3][cH:4][cH:5][cH:6][cH:7]1)(=[O:8])[O:9][CH:10]1[CH2:11][CH2:12][N:13]([CH2:16][c:17]2[cH:18][c:19]([N+:23]([O-:24])=[O:25])[cH:20][cH:21][cH:22]2)[CH2:14][CH2:15]1.[CH3:26][CH2:27][OH:28]>>[C:1]([c:2]1[cH:3][cH:4][cH:5][cH:6][cH:7]1)(=[O:8])[O:9][CH:10]1[CH2:11][CH2:12][N:13]([CH2:16][c:17]2[cH:18][c:19]([NH2:23])[cH:20][cH:21][cH:22]2)[CH2:14][CH2:15]1.